From a dataset of the Open Reaction Database (ORD), a public repository of structured organic reaction records. describe an organic reaction: reactants, conditions, products, and yield The reactants are ClCCl, O=S(Cl)Cl, OCc1ccc(Oc2nc3cccnc3s2)cc1. The product is ClCc1ccc(Oc2nc3cccnc3s2)cc1. RXN SMILES: [Cl:23][CH2:24][Cl:25].[S:19]([Cl:20])([Cl:21])=[O:22].[n:1]1[c:2]([O:10][c:11]2[cH:12][cH:13][c:14]([CH2:17][OH:18])[cH:15][cH:16]2)[s:3][c:4]2[n:5][cH:6][cH:7][cH:8][c:9]12>>[n:1]1[c:2]([O:10][c:11]2[cH:12][cH:13][c:14]([CH2:17][Cl:21])[cH:15][cH:16]2)[s:3][c:4]2[n:5][cH:6][cH:7][cH:8][c:9]12. Reactants: [Al+3], C1CCOC1, COC(=O)CC(C)(C)c1cc(F)ccc1OC, [H-], [H-], [H-], [H-], [Li+]. Yields the product COc1ccc(F)cc1C(C)(C)CCO. RXN SMILES: [Al+3:2].[CH2:24]1[O:25][CH2:26][CH2:27][CH2:28]1.[CH3:7][C:8]([CH2:9][C:10](=[O:11])[O:12][CH3:13])([CH3:14])[c:15]1[c:16]([O:22][CH3:23])[cH:17][cH:18][c:19]([F:21])[cH:20]1.[H-:1].[H-:4].[H-:5].[H-:6].[Li+:3]>>[CH3:7][C:8]([CH2:9][CH2:10][OH:11])([CH3:14])[c:15]1[c:16]([O:22][CH3:23])[cH:17][cH:18][c:19]([F:21])[cH:20]1. The reactants are BrC=1C(CCC2(CC3=CC(=CC=C3C12)OC)CCCC)=O (4-bromo-9a-butyl-7-methoxy-1,2,9,9a-tetrahydro-3H-fluoren-3-one), C(C1=CC=CC=C1)[Sn]12CCCN(CCC1)CCC2 (5-benzyl-1-aza-5-stanna-bicyclo[3.3.3]undecane). Reagents/catalysts: C=1C=CC(=CC1)[P](C=2C=CC=CC2)(C=3C=CC=CC3)[Pd]([P](C=4C=CC=CC4)(C=5C=CC=CC5)C=6C=CC=CC6)([P](C=7C=CC=CC7)(C=8C=CC=CC8)C=9C=CC=CC9)[P](C=1C=CC=CC1)(C=1C=CC=CC1)C=1C=CC=CC1 (Pd(PPh3)4). Run in C1(=CC=CC=C1)C (toluene). Reaction conditions: temperature 100 celsius. Yields the product C(C1=CC=CC=C1)C=1C(CCC2(CC3=CC(=CC=C3C12)OC)CCCC)=O (4-benzyl-9a-butyl-7-methoxy-1,2,9,9a-tetrahydro-3H-fluoren-3-one). Isolated yield 95.0%. Reaction SMILES: Br[C:2]1[C:3](=[O:21])[CH2:4][CH2:5][C:6]2([CH2:17][CH2:18][CH2:19][CH3:20])[C:14]=1[C:13]1[C:8](=[CH:9][C:10]([O:15][CH3:16])=[CH:11][CH:12]=1)[CH2:7]2.[CH2:22]([Sn]12CCCN(CCC1)CCC2)[C:23]1[CH:28]=[CH:27][CH:26]=[CH:25][CH:24]=1>C1(C)C=CC=CC=1.C1C=CC([P]([Pd]([P](C2C=CC=CC=2)(C2C=CC=CC=2)C2C=CC=CC=2)([P](C2C=CC=CC=2)(C2C=CC=CC=2)C2C=CC=CC=2)[P](C2C=CC=CC=2)(C2C=CC=CC=2)C2C=CC=CC=2)(C2C=CC=CC=2)C2C=CC=CC=2)=CC=1>[CH2:22]([C:2]1[C:3](=[O:21])[CH2:4][CH2:5][C:6]2([CH2:17][CH2:18][CH2:19][CH3:20])[C:14]=1[C:13]1[C:8](=[CH:9][C:10]([O:15][CH3:16])=[CH:11][CH:12]=1)[CH2:7]2)[C:23]1[CH:28]=[CH:27][CH:26]=[CH:25][CH:24]=1 |^1:50,52,71,90|. Reported procedure: A mixture of 4-bromo-9a-butyl-7-methoxy-1,2,9,9a-tetrahydro-3H-fluoren-3-one (29.6 mg, 0.0847 mmol), 5-benzyl-1-aza-5-stanna-bicyclo[3.3.3]undecane (38.5 mg, 85% weight pure, 0.0935 mmol), and Pd(PPh3)4 (9.8 mg, 0.00848 mmol) in anhydrous toluene (1.3 mL) was degassed, placed under a nitrogen atmosphere, stirred, and heated in an oil bath at 100° C. After heating 4 hours, the cloudy, dark brown reaction mixture was cooled in an ice bath and filtered through a pad of celite. The filtrate was evap... The reactants are ClC=1C=C(C=CC1Cl)O (3,4-dichlorophenol), [H-].[Na+] (sodium hydride), ClC(=O)OCC (ethyl chloroformate), C1=NC(=CC=2C3=CC=CC=C3NC12)C(=O)O (β-carbolin-3-carboxylic acid), mixture ( 1 ), C1(=CC=CC=C1)[O-] (phenolate), mixture ( 1 ). Run in O1CCCC1 (tetrahydrofuran), O1CCCC1 (tetrahydrofuran), O1CCCC1 (tetrahydrofuran), C(C)N(CC)CC (triethylamine), O1CCCC1 (tetrahydrofuran). Reaction conditions: time 1 hour. Yields the product ClC=1C=C(C=CC1Cl)OC(=O)C=1N=CC=2NC3=CC=CC=C3C2C1 (β-carbolin-3-carboxylic acid 3,4-dichlorophenyl ester). Reaction SMILES: [CH:1]1[C:13]2[NH:12][C:11]3[C:6](=[CH:7][CH:8]=[CH:9][CH:10]=3)[C:5]=2[CH:4]=[C:3]([C:14]([OH:16])=[O:15])[N:2]=1.ClC(OCC)=O.[Cl:23][C:24]1[CH:25]=[C:26](O)[CH:27]=[CH:28][C:29]=1[Cl:30].[H-].[Na+].C1([O-])C=CC=CC=1>O1CCCC1.C(N(CC)CC)C>[Cl:23][C:24]1[CH:25]=[C:26]([O:15][C:14]([C:3]2[N:2]=[CH:1][C:13]3[NH:12][C:11]4[C:6]([C:5]=3[CH:4]=2)=[CH:7][CH:8]=[CH:9][CH:10]=4)=[O:16])[CH:27]=[CH:28][C:29]=1[Cl:30] |f:3.4|. Procedure: A suspension of 2.5 g of β-carbolin-3-carboxylic acid in a mixture of 450 ml of dry tetrahydrofuran and 1.8 ml of triethylamine is boiled under reflux for 15 minutes and cooled to room temperature. Freshly distilled ethyl chloroformate (1.25 ml) dissolved in 50 ml of dry tetrahydrofuran is added dropwise with stirring over a period of 1 hour. The reaction mixture (1) is stirred for additionally 30 minutes. A solution of 1.9 g of 3,4-dichlorophenol in 25 ml of dry tetrahydrofuran is added to 0.5 ... Reactants: CCO, CCN(CC)c1nc(O)cc(CC(=O)O)n1. The product is CCN(CC)c1nc(C)cc(O)n1. Reaction SMILES: [CH3:17][CH2:18][OH:19].[OH:1][c:2]1[n:3][c:4]([N:12]([CH2:13][CH3:14])[CH2:15][CH3:16])[n:5][c:6]([CH2:8][C:9]([OH:10])=[O:11])[cH:7]1>>[OH:1][c:2]1[n:3][c:4]([N:12]([CH2:13][CH3:14])[CH2:15][CH3:16])[n:5][c:6]([CH3:8])[cH:7]1. Starting materials: OC1(c2cccc(OC3CCCCO3)c2)CCCN(Cc2ccccc2)C1, CCO, Cl. The product is Oc1cccc(C2(O)CCCN(Cc3ccccc3)C2)c1. As a reaction SMILES: [CH2:1]([c:2]1[cH:3][cH:4][cH:5][cH:6][cH:7]1)[N:8]1[CH2:9][C:10]([OH:14])([c:15]2[cH:16][c:17]([O:21][CH:22]3[CH2:23][CH2:24][CH2:25][CH2:26][O:27]3)[cH:18][cH:19][cH:20]2)[CH2:11][CH2:12][CH2:13]1.[CH3:29][CH2:30][OH:31].[ClH:28]>>[CH2:1]([c:2]1[cH:3][cH:4][cH:5][cH:6][cH:7]1)[N:8]1[CH2:9][C:10]([OH:14])([c:15]2[cH:16][c:17]([OH:21])[cH:18][cH:19][cH:20]2)[CH2:11][CH2:12][CH2:13]1. Reactants: [Br-], O=C(O)CCC[P+](c1ccccc1)(c1ccccc1)c1ccccc1, C1CCOC1, CC(C)(C)[O-], Cc1ccc(S(=O)(=O)N2CCC(c3ccc(C=O)cc3)CC2)cc1, [K+], O. Product: Cc1ccc(S(=O)(=O)N2CCC(c3ccc(CCCCC(=O)O)cc3)CC2)cc1. RXN SMILES: [Br-:1].[C:2](=[O:3])([OH:4])[CH2:5][CH2:6][CH2:7][P+:8]([c:9]1[cH:10][cH:11][cH:12][cH:13][cH:14]1)([c:15]1[cH:16][cH:17][cH:18][cH:19][cH:20]1)[c:21]1[cH:22][cH:23][cH:24][cH:25][cH:26]1.[CH2:58]1[O:59][CH2:60][CH2:61][CH2:62]1.[CH3:27][C:28]([CH3:29])([O-:30])[CH3:31].[CH3:33][c:34]1[cH:35][cH:36][c:37]([S:40](=[O:41])(=[O:42])[N:43]2[CH2:44][CH2:45][CH:46]([c:49]3[cH:50][cH:51][c:52]([CH:53]=[O:54])[cH:55][cH:56]3)[CH2:47][CH2:48]2)[cH:38][cH:39]1.[K+:32].[OH2:57]>>[C:2](=[O:3])([OH:4])[CH2:5][CH2:6][CH2:7][CH2:27][c:52]1[cH:51][cH:50][c:49]([CH:46]2[CH2:45][CH2:44][N:43]([S:40]([c:37]3[cH:36][cH:35][c:34]([CH3:33])[cH:39][cH:38]3)(=[O:41])=[O:42])[CH2:48][CH2:47]2)[cH:56][cH:55]1.